From a dataset of the Open Reaction Database (ORD), a public repository of structured organic reaction records. describe an organic reaction: reactants, conditions, products, and yield Starting materials: N[C@@H]1CN(CC1)C(=O)OC(C)(C)C (tert-butyl (3S)-3-aminopyrrolidine-1-carboxylate), O1CCC(CC1)=O (tetrahydro-4H-pyran-4-one), [H][H] (hydrogen). The reagents and catalysts are [Pd] (Pd/C). Solvent: C(C)O (ethanol). The product is O1CCC(CC1)N[C@@H]1CN(CC1)C(=O)OC(C)(C)C (tert-butyl (3S)-3-(tetrahydro-2H-pyran-4-ylamino)pyrrolidine-1-carboxylate). Reaction SMILES: [NH2:1][C@H:2]1[CH2:6][CH2:5][N:4]([C:7]([O:9][C:10]([CH3:13])([CH3:12])[CH3:11])=[O:8])[CH2:3]1.[O:14]1[CH2:19][CH2:18][C:17](=O)[CH2:16][CH2:15]1.[H][H]>C(O)C.[Pd]>[O:14]1[CH2:19][CH2:18][CH:17]([NH:1][C@H:2]2[CH2:6][CH2:5][N:4]([C:7]([O:9][C:10]([CH3:13])([CH3:12])[CH3:11])=[O:8])[CH2:3]2)[CH2:16][CH2:15]1. Procedure details: tert-butyl (3S)-3-aminopyrrolidine-1-carboxylate was added to a solution of tetrahydro-4H-pyran-4-one and 10% Pd/C (300 mg) in ethanol and the reaction mixture left under about 415 kPa (about 60 psi) of hydrogen gas for 18 hours. The reaction mixture was filtered through Arbocel®, washing through thoroughly with ethyl acetate. The filtrate was concentrated in vacuo and the crude product purified by column chromatography on silica gel to yield the desired product, 6.7 g (61%). The reactants are O=C(Cl)Cl, Clc1ccccc1, NC1CCCCC1, O=P(c1ccccc1)(c1ccccc1)c1ccccc1. Yields the product O=C=NC1CCCCC1. As a reaction SMILES: [Cl:21][C:22]([Cl:23])=[O:24].[Cl:32][c:33]1[cH:34][cH:35][cH:36][cH:37][cH:38]1.[NH2:25][CH:26]1[CH2:27][CH2:28][CH2:29][CH2:30][CH2:31]1.[c:1]1([P:2](=[O:3])([c:4]2[cH:5][cH:6][cH:7][cH:8][cH:9]2)[c:10]2[cH:11][cH:12][cH:13][cH:14][cH:15]2)[cH:16][cH:17][cH:18][cH:19][cH:20]1>>[C:22](=[O:24])=[N:25][CH:26]1[CH2:27][CH2:28][CH2:29][CH2:30][CH2:31]1. Reactants: C(C1=CC=CC=C1)N1C(=NC2=C1C=C(C=C2)OCCCl)C2=CC(=C(C(=C2)OC)OC)OC (1-benzyl-2-(3,4,5-trimethoxyphenyl)-6-(2-chloroethoxy)benzimidazole), CN1CCNCC1 (1-methylpiperazine). The product is C(C1=CC=CC=C1)N1C(=NC2=C1C=C(C=C2)OCCN2CCN(CC2)C)C2=CC(=C(C(=C2)OC)OC)OC (1-benzyl-2-(3,4,5-trimethoxyphenyl)-6-[2-(4-methyl-1-piperazinyl)ethoxy]benzimidazole). RXN SMILES: [CH2:1]([N:8]1[C:12]2[CH:13]=[C:14]([O:17][CH2:18][CH2:19]Cl)[CH:15]=[CH:16][C:11]=2[N:10]=[C:9]1[C:21]1[CH:26]=[C:25]([O:27][CH3:28])[C:24]([O:29][CH3:30])=[C:23]([O:31][CH3:32])[CH:22]=1)[C:2]1[CH:7]=[CH:6][CH:5]=[CH:4][CH:3]=1.[CH3:33][N:34]1[CH2:39][CH2:38][NH:37][CH2:36][CH2:35]1>>[CH2:1]([N:8]1[C:12]2[CH:13]=[C:14]([O:17][CH2:18][CH2:19][N:37]3[CH2:38][CH2:39][N:34]([CH3:33])[CH2:35][CH2:36]3)[CH:15]=[CH:16][C:11]=2[N:10]=[C:9]1[C:21]1[CH:26]=[C:25]([O:27][CH3:28])[C:24]([O:29][CH3:30])=[C:23]([O:31][CH3:32])[CH:22]=1)[C:2]1[CH:7]=[CH:6][CH:5]=[CH:4][CH:3]=1. Procedure details: The title compound was prepared essentially as described in Example 77, supra, employing the compound of Example 76, except that 1-methylpiperazine was employed in place of the 4-(piperdin-1-yl)piperidine. IR, NMR, MS 517, mp 113° C. Reactants: C(O)([O-])=O.[Na+] (sodium hydrogen carbonate), N(N)C=1C=CC(=NC1)C (5-hydrazino-2-methyl-pyridine), CC(C(CC#N)=O)(C)C (4,4-dimethyl-3-oxopentanenitrile), Cl (HCl). Run in CCO (EtOH). The product is NC1=CC(=NN1C=1C=CC(=NC1)C)C(C)(C)C (5-amino-3-tert-butyl-1-(2-methylpyridine-5-yl)pyrazole). Isolated yield 61.5%. RXN SMILES: [NH:1]([C:3]1[CH:4]=[CH:5][C:6]([CH3:9])=[N:7][CH:8]=1)[NH2:2].[CH3:10][C:11]([CH3:18])([CH3:17])[C:12](=O)[CH2:13][C:14]#[N:15].Cl.C(=O)([O-])O.[Na+]>CCO>[NH2:15][C:14]1[N:1]([C:3]2[CH:4]=[CH:5][C:6]([CH3:9])=[N:7][CH:8]=2)[N:2]=[C:12]([C:11]([CH3:18])([CH3:17])[CH3:10])[CH:13]=1 |f:3.4|. Procedure details: A solution of 5-hydrazino-2-methyl-pyridine (8.0 g, 65.0 mmol) and 4,4-dimethyl-3-oxopentanenitrile (10.0 g, 79.9 mmol) in EtOH (200 mL) containing 6 N HCl (6 mL) was refluxed for 17 h, then cooled to room temperature. Solid sodium hydrogen carbonate was added to neutralize the solution. The slurry was filtered. The filtrate was concentrated. Column chromatography (silica gel, 2.5″×5″, eluant=EtOAc) afforded the desired 5-amino-3-tert-butyl-1-(2-methylpyridine-5-yl)pyrazole (9.21 g, 62%) as a ta... Reactants: CN(C(=S)Cl)C (dimethylthiocarbamoyl chloride), C(#C)C1=CC=C(C=C1)C12OCC(CO1)(CO2)CCC (1-(4-ethynylphenyl)-4-n-propyl-2,6,7-trioxabicyclo[2,2,2]octane), CN(C(=O)Cl)C (dimethylcarbamoyl chloride). Yields the product CN(C(C#CC1=CC=C(C=C1)C12OCC(CO1)(CO2)CCC)=O)C (N,N-Dimethyl-3-[4-(4-n-propyl-2,6,7-trioxabicyclo[2,2,2]oct-1-yl)phenyl]-prop-2-ynamide), CN(C(C#CC1=CC=C(C=C1)C12OCC(CO1)(CO2)CCC)=S)C (N,N-dimethyl-3-[4-(4-n-propyl-2,6,7-trioxabicyclo[2,2,2]oct-1-yl)phenyl]-prop-2-ynthioamide). RXN SMILES: [C:1]([C:3]1[CH:8]=[CH:7][C:6]([C:9]23[O:16][CH2:15][C:12]([CH2:17][CH2:18][CH3:19])([CH2:13][O:14]2)[CH2:11][O:10]3)=[CH:5][CH:4]=1)#[CH:2].[CH3:20][N:21]([CH3:25])[C:22](Cl)=[O:23].[CH3:26][N:27]([CH3:31])[C:28](Cl)=[S:29]>>[CH3:20][N:21]([CH3:25])[C:22](=[O:23])[C:2]#[C:1][C:3]1[CH:4]=[CH:5][C:6]([C:9]23[O:10][CH2:11][C:12]([CH2:17][CH2:18][CH3:19])([CH2:13][O:14]2)[CH2:15][O:16]3)=[CH:7][CH:8]=1.[CH3:26][N:27]([CH3:31])[C:28](=[S:29])[C:2]#[C:1][C:3]1[CH:4]=[CH:5][C:6]([C:9]23[O:10][CH2:11][C:12]([CH2:17][CH2:18][CH3:19])([CH2:13][O:14]2)[CH2:15][O:16]3)=[CH:7][CH:8]=1. Procedure: N,N-Dimethyl-3-[4-(4-n-propyl-2,6,7-trioxabicyclo[2,2,2]oct-1-yl)phenyl]-prop-2-ynamide and N,N-dimethyl-3-[4-(4-n-propyl-2,6,7-trioxabicyclo[2,2,2]oct-1-yl)phenyl]-prop-2-ynthioamide were prepared using similar methodology from 1-(4-ethynylphenyl)-4-n-propyl-2,6,7-trioxabicyclo[2,2,2]octane and dimethylcarbamoyl chloride and dimethylthiocarbamoyl chloride respectively. The reactants are CCN(C(C)C)C(C)C, O=C(Cl)Cl, ClCCl, O=C1Nc2ccccc2CCN1C1CCNCC1. Product: O=C(Cl)N1CCC(N2CCc3ccccc3NC2=O)CC1. As a reaction SMILES: [CH2:23]([N:24]([CH:25]([CH3:26])[CH3:27])[CH:28]([CH3:29])[CH3:30])[CH3:31].[Cl:1][C:2]([Cl:3])=[O:4].[Cl:32][CH2:33][Cl:34].[NH:5]1[CH2:6][CH2:7][CH:8]([N:11]2[C:12](=[O:22])[NH:13][c:14]3[c:15]([cH:18][cH:19][cH:20][cH:21]3)[CH2:16][CH2:17]2)[CH2:9][CH2:10]1>>[Cl:1][C:2](=[O:4])[N:5]1[CH2:6][CH2:7][CH:8]([N:11]2[C:12](=[O:22])[NH:13][c:14]3[c:15]([cH:18][cH:19][cH:20][cH:21]3)[CH2:16][CH2:17]2)[CH2:9][CH2:10]1. Yields the product CSC1=CC=C2C=CC(=NC2=N1)NC(C1=CC=C(C=C1)OC)=O (N-(7-methylthio-1,8-naphthyridin-2-yl)-4-methoxybenzamide). The yield is 83.3%. Reaction SMILES: [CH3:1][O:2][C:3]1[CH:11]=[CH:10][C:6]([C:7]([OH:9])=O)=[CH:5][CH:4]=1.[NH2:12][C:13]1[CH:22]=[CH:21][C:20]2[C:15](=[N:16][C:17]([S:23][CH3:24])=[CH:18][CH:19]=2)[N:14]=1.CC(O)C>O>[CH3:24][S:23][C:17]1[N:16]=[C:15]2[C:20]([CH:21]=[CH:22][C:13]([NH:12][C:7](=[O:9])[C:6]3[CH:5]=[CH:4][C:3]([O:2][CH3:1])=[CH:11][CH:10]=3)=[N:14]2)=[CH:19][CH:18]=1. Run in O (water). Procedure details: The procedure is similar to that described in Example 1, but starting with 4-methoxybenzoic acid (11.8 g), N,N'-carbonyldiimidazole (12.6 g) and 2-amino-7-methylthio-1,8-naphthyridine (9.6 g). The product produced by precipitation in water (15.8 g; m.p. 100° C.) is dissolved in boiling 2-propanol (180 cc). After 1 hour's cooling at 4° C., the crystallised solid is separated by filtration, washed with 2-propanol (10 cc) and then isopropyl ether (2×10 cc), and dried at 40° C. under reduced pressur... Reactants: COC1=CC=C(C(=O)O)C=C1 (4-methoxybenzoic acid), CC(C)O (2-propanol), N,N'-carbonyldiimidazole, NC1=NC2=NC(=CC=C2C=C1)SC (2-amino-7-methylthio-1,8-naphthyridine). Run at temperature 4 celsius. Starting materials: Cc1cc(NC(=O)OCC(Cl)(Cl)Cl)n(C)n1, CS(C)=O, CCN(C(C)C)C(C)C, O, c1ccc(-c2nsc(N3CCNCC3)n2)cc1. The product is Cc1cc(NC(=O)N2CCN(c3nc(-c4ccccc4)ns3)CC2)n(C)n1. As a reaction SMILES: [CH3:1][n:2]1[n:3][c:4]([CH3:16])[cH:5][c:6]1[NH:7][C:8]([O:9][CH2:10][C:11]([Cl:12])([Cl:13])[Cl:14])=[O:15].[CH3:44][S:45]([CH3:46])=[O:47].[CH:34]([N:35]([CH:36]([CH3:37])[CH3:38])[CH2:39][CH3:40])([CH3:41])[CH3:42].[OH2:43].[c:17]1(-[c:23]2[n:24][s:25][c:26]([N:28]3[CH2:29][CH2:30][NH:31][CH2:32][CH2:33]3)[n:27]2)[cH:18][cH:19][cH:20][cH:21][cH:22]1>>[CH3:1][n:2]1[n:3][c:4]([CH3:16])[cH:5][c:6]1[NH:7][C:8](=[O:15])[N:31]1[CH2:30][CH2:29][N:28]([c:26]2[s:25][n:24][c:23](-[c:17]3[cH:18][cH:19][cH:20][cH:21][cH:22]3)[n:27]2)[CH2:33][CH2:32]1. Starting materials: NC=1C=C2C=CN(C2=CC1)C (5-Amino-1-methyl-1H-indole), C(=O)(C=1NC=CN1)C=1NC=CN1 (carbonyl diimidazole), NC=1C=CC(=NC1)Cl (5-amino-2-chloropyridine). Product: Cl.CN1C=CC2=CC(=CC=C12)NC(=O)NC=1C=CC(=NC1)Cl (N-(1-Methyl-1H-indol-5-yl)-N'-(2-chloropyrid-5-yl)urea hydrochloride). The yield is 60.0%. As a reaction SMILES: [NH2:1][C:2]1[CH:3]=[C:4]2[C:8](=[CH:9][CH:10]=1)[N:7]([CH3:11])[CH:6]=[CH:5]2.[C:12](C1NC=CN=1)(C1NC=CN=1)=[O:13].[NH2:24][C:25]1[CH:26]=[CH:27][C:28]([Cl:31])=[N:29][CH:30]=1>>[ClH:31].[CH3:11][N:7]1[C:8]2[C:4](=[CH:3][C:2]([NH:1][C:12]([NH:24][C:25]3[CH:26]=[CH:27][C:28]([Cl:31])=[N:29][CH:30]=3)=[O:13])=[CH:10][CH:9]=2)[CH:5]=[CH:6]1 |f:3.4|. Procedure details: The title compound was prepared in 60% yield from 5-amino-1-methyl-1H-indole (D3), carbonyl diimidazole and 5-amino-2-chloropyridine, using a procedure similar to that described in Example 13. m.p. 212° C. Starting materials: CS(=O)(=O)O, Cl, [Na+], [OH-], O, OC(CCC(c1ccccc1)c1ccccc1)c1c[nH]cn1. Yields the product c1ccc(C2CCC(c3c[nH]cn3)c3ccccc32)cc1. As a reaction SMILES: [CH3:24][S:25](=[O:26])(=[O:27])[OH:28].[ClH:1].[Na+:30].[OH-:29].[OH2:31].[nH:2]1[cH:3][n:4][c:5]([CH:7]([CH2:8][CH2:9][CH:10]([c:11]2[cH:12][cH:13][cH:14][cH:15][cH:16]2)[c:17]2[cH:18][cH:19][cH:20][cH:21][cH:22]2)[OH:23])[cH:6]1>>[nH:2]1[cH:3][n:4][c:5]([CH:7]2[CH2:8][CH2:9][CH:10]([c:11]3[cH:12][cH:13][cH:14][cH:15][cH:16]3)[c:17]3[cH:18][cH:19][cH:20][cH:21][c:22]32)[cH:6]1.